Dataset: the Open Reaction Database (ORD), a public repository of structured organic reaction records. Task: describe an organic reaction: reactants, conditions, products, and yield Reactants: C1(=CC=CC=C1)CC(=O)OCC1CCNCC1 (4-[(phenylacetoxy)methyl]piperidine), InBr3, [SiH](CC)(CC)CC (Et3SiH). Run in C1(=CC=CC=C1)C (toluene). Conditions: temperature 90 celsius, time 4 hour. Product: C1(=CC=CC=C1)CCOCC1CCNCC1 (4-[(2-phenylethoxy)methyl]piperidine). Yield: 59.5%. Reaction SMILES: [C:1]1([CH2:7][C:8]([O:10][CH2:11][CH:12]2[CH2:17][CH2:16][NH:15][CH2:14][CH2:13]2)=O)[CH:6]=[CH:5][CH:4]=[CH:3][CH:2]=1.[SiH](CC)(CC)CC>C1(C)C=CC=CC=1>[C:1]1([CH2:7][CH2:8][O:10][CH2:11][CH:12]2[CH2:17][CH2:16][NH:15][CH2:14][CH2:13]2)[CH:2]=[CH:3][CH:4]=[CH:5][CH:6]=1. Procedure details: In a oven-dried flask, 4-[(phenylacetoxy)methyl]piperidine (53 mg, 0.23 mmol) and InBr3 (161 mg, 0.46 mmol) were dissolved in toluene (1.5 mL). After degassing and replacement of the atmosphere with Ar, Et3SiH (145 μL, 0.91 mmol, 4.0 equiv.) was added. The mixture was stirred at 90° C. for 4 h. After cooling to room temperature, the reaction was quenched with 1N HCl. The aqueous layer was washed with EtOAc, and its pH was raised to 9-10. After extraction with CH2Cl2, the organic layer was dried ...